Dataset: the Open Reaction Database (ORD), a public repository of structured organic reaction records. Task: describe an organic reaction: reactants, conditions, products, and yield Reagents/catalysts: [Fe] (Iron). As a reaction SMILES: [CH2:1]([O:5][C:6]1[CH:11]=[CH:10][C:9]([N+:12]([O-])=O)=[CH:8][C:7]=1[N+:15]([O-])=O)[CH:2]1[O:4][CH2:3]1.C(O)(=O)C.C([O-])([O-])=O.[Na+].[Na+]>[Fe].CCO.O>[OH:4][CH2:3][CH:2]1[NH:15][C:7]2[CH:8]=[C:9]([NH2:12])[CH:10]=[CH:11][C:6]=2[O:5][CH2:1]1 |f:2.3.4,6.7|. Solvent: CCO.O (EtOH H2O). Yields the product OCC1COC2=C(N1)C=C(C=C2)N (2,3-dihydro-3-hydroxymethyl-6-amino-[1,4]-benzoxazine). Procedure: Iron powder (0.670 g, 12 mmol) was added into EtOH/H2O (v/v=6:1, 100 mL) solution of 2,4-dinitrophenyl glycidyl ether (0.480 g, 2 mmol) and acetic acid (1 mL, 17.5 mmol) at reflux temperature. The reaction mixture was refluxed continuously for 120 minutes, and cooled to room temperature, saturated Na2CO3 solution was used for adjusting pH=8, the solution was leached out with C salt for concentrating ethanol and water in the filtrate, and the solid ethanol was obtained (10 mL×4). Ethanol phase wa... Reactants: C(C1CO1)OC1=C(C=C(C=C1)[N+](=O)[O-])[N+](=O)[O-] (2,4-dinitrophenyl glycidyl ether), C(C)(=O)O (acetic acid), C(=O)([O-])[O-].[Na+].[Na+] (Na2CO3). Reactants: C(=O)=O (carbon dioxide), C(C=C)OCC=C.[Na] (sodium 2-propenyloxide), C(#N)C=1C=NN(C1N(C(=O)OC1=CC=CC=C1)C(=O)OC1=CC=CC=C1)C1=C(C(=C(C=C1)Cl)Cl)Cl (4-cyano-5-di(phenoxycarbonyl)amino-1-(2,3,4-trichlorophenyl)pyrazole). Run in C(C=C)O (allyl alcohol), O1CCCC1 (tetrahydrofuran). Reaction conditions: time 15 minute. The product is C(#N)C=1C=NN(C1NC(=O)OCC=C)C1=C(C(=C(C=C1)Cl)Cl)Cl (4-cyano-5-(2-propenyloxycarbonylamino)-1-(2,3,4-trichlorophenyl)pyrazole). RXN SMILES: C(OCC=C)C=C.[Na].[C:9]([C:11]1[CH:12]=[N:13][N:14]([C:35]2[CH:40]=[CH:39][C:38]([Cl:41])=[C:37]([Cl:42])[C:36]=2[Cl:43])[C:15]=1[N:16](C(OC1C=CC=CC=1)=O)[C:17]([O:19][C:20]1C=CC=[CH:22][CH:21]=1)=[O:18])#[N:10].C(=O)=O>C(O)C=C.O1CCCC1>[C:9]([C:11]1[CH:12]=[N:13][N:14]([C:35]2[CH:40]=[CH:39][C:38]([Cl:41])=[C:37]([Cl:42])[C:36]=2[Cl:43])[C:15]=1[NH:16][C:17]([O:19][CH2:20][CH:21]=[CH2:22])=[O:18])#[N:10] |f:0.1,^1:7|. Reported procedure: A solution of sodium 2-propenyloxide in allyl alcohol [30 ml; prepared by dissolving sodium metal (1.0 g) in allyl alcohol (40 ml)] was added to a stirred solution of 4-cyano-5-di(phenoxycarbonyl)amino-1-(2,3,4-trichlorophenyl)pyrazole (15 g) in tetrahydrofuran (300 ml). The mixture was stirred for 15 minutes at laboratory temperature then solid carbon dioxide pellets added to adjust the pH of the solution to pH7. The neutralized solution was filtered through diatomaceous earth and then evaporat...